This data is from the Open Reaction Database (ORD), a public repository of structured organic reaction records. The task is: describe an organic reaction: reactants, conditions, products, and yield Starting materials: O (water), ClC=1C(=NC=C(C1)Cl)C(CNC(C1=C(C=CC=C1)C(F)(F)F)=O)=NO (N-[2-(3,5-dichloropyridin-2-yl)-2-(hydroxyimino)ethyl]-2-(trifluoromethyl)benzamide), C([O-])([O-])=O.[K+].[K+] (potassium carbonate), IC(C)CC (2-iodobutane). The solvent is CN(C=O)C (N,N-dimethylformamide). Run at time 12 hour. The product is ClC=1C(=NC=C(C1)Cl)C(CNC(C1=C(C=CC=C1)C(F)(F)F)=O)=NOC(C)CC (N-[2-(3,5-dichloropyridin-2-yl)-2-(sec-butoxyimino)ethyl]-2-(trifluoromethyl)benzamide). Isolated yield 91.3%. RXN SMILES: [Cl:1][C:2]1[C:3]([C:9](=[N:24][OH:25])[CH2:10][NH:11][C:12](=[O:23])[C:13]2[CH:18]=[CH:17][CH:16]=[CH:15][C:14]=2[C:19]([F:22])([F:21])[F:20])=[N:4][CH:5]=[C:6]([Cl:8])[CH:7]=1.C(=O)([O-])[O-].[K+].[K+].I[CH:33]([CH2:35][CH3:36])[CH3:34].O>CN(C)C=O>[Cl:1][C:2]1[C:3]([C:9](=[N:24][O:25][CH:33]([CH2:35][CH3:36])[CH3:34])[CH2:10][NH:11][C:12](=[O:23])[C:13]2[CH:18]=[CH:17][CH:16]=[CH:15][C:14]=2[C:19]([F:20])([F:22])[F:21])=[N:4][CH:5]=[C:6]([Cl:8])[CH:7]=1 |f:1.2.3|. Reported procedure: To a suspension of 500 mg of N-[2-(3,5-dichloropyridin-2-yl)-2-(hydroxyimino)ethyl]-2-(trifluoromethyl)benzamide and 352 mg of potassium carbonate in 1.3 ml of N,N-dimethylformamide, 704 mg of 2-iodobutane was added, and the mixture was stirred at room temperature for 12 hours. After completion the reaction, the reaction mixture was mixed with 3 ml of water and extracted with ethyl acetate (3 ml×2), the resulting organic layers were combined, washed with water (3 ml×1) and dried over saturated a... Reactants: OCC1=C(N=C(S1)N1C(N(CC1)CC1=CC=C(C=C1)C(F)(F)F)=O)C (1-(5-(hydroxymethyl)-4-methylthiazol-2-yl)-3-(4-(trifluoromethyl)benzyl)imidazolidin-2-one). Run in ClCCl (dichloromethane), C(C)(=O)OCC (ethyl acetate). Run at time 6 hour. Product: CC=1N=C(SC1C=O)N1C(N(CC1)CC1=CC=C(C=C1)C(F)(F)F)=O (4-methyl-2-(2-oxo-3-(4-(trifluoromethyl)benzyl)imidazolidin-1-yl)thiazole-5-carbaldehyde). Isolated yield 80.0%. RXN SMILES: [OH:1][CH2:2][C:3]1[S:7][C:6]([N:8]2[CH2:12][CH2:11][N:10]([CH2:13][C:14]3[CH:19]=[CH:18][C:17]([C:20]([F:23])([F:22])[F:21])=[CH:16][CH:15]=3)[C:9]2=[O:24])=[N:5][C:4]=1[CH3:25]>ClCCl.C(OCC)(=O)C>[CH3:25][C:4]1[N:5]=[C:6]([N:8]2[CH2:12][CH2:11][N:10]([CH2:13][C:14]3[CH:19]=[CH:18][C:17]([C:20]([F:23])([F:22])[F:21])=[CH:16][CH:15]=3)[C:9]2=[O:24])[S:7][C:3]=1[CH:2]=[O:1]. Procedure: To a solution of 1-(5-(hydroxymethyl)-4-methylthiazol-2-yl)-3-(4-(trifluoromethyl)benzyl)imidazolidin-2-one (0.40 g, 1.07 mmol) in dichloromethane (50 mL) was added Dess-Mertin periodinane (0.60 g, 1.40 mmol). The reaction mixture was stirred for 6 hours at ambient temperature, and then diluted with ethyl acetate, washed with 10% sodium thiosulfate solution, saturated sodium bicarbonate solution and brine. The organic solution was dried over anhydrous sodium sulfate and filtered. The filtrate wa... Starting materials: [BH4-], CC12CCC3c4ccc(OCc5ccccc5)cc4CCC3C1C(C#N)CC2=O, C1CCOC1, CO, [Na+]. The product is CC12CCC3c4ccc(OCc5ccccc5)cc4CCC3C1C(C#N)CC2O. Reaction SMILES: [BH4-:30].[CH2:1]([c:2]1[cH:3][cH:4][cH:5][cH:6][cH:7]1)[O:8][c:9]1[cH:10][c:11]2[c:24]([cH:25][cH:26]1)[CH:23]1[CH:14]([CH2:13][CH2:12]2)[CH:15]2[CH:16]([C:28]#[N:29])[CH2:17][C:18](=[O:27])[C:19]2([CH3:20])[CH2:21][CH2:22]1.[CH2:32]1[O:33][CH2:34][CH2:35][CH2:36]1.[CH3:37][OH:38].[Na+:31]>>[CH2:1]([c:2]1[cH:3][cH:4][cH:5][cH:6][cH:7]1)[O:8][c:9]1[cH:10][c:11]2[c:24]([cH:25][cH:26]1)[CH:23]1[CH:14]([CH2:13][CH2:12]2)[CH:15]2[CH:16]([C:28]#[N:29])[CH2:17][CH:18]([OH:27])[C:19]2([CH3:20])[CH2:21][CH2:22]1. Reactants: Cl, Cl, NC1CN2CCC1CC2, O=C(O)C=Cc1cccnc1. The product is O=C(C=Cc1cccnc1)NC1CN2CCC1CC2. As a reaction SMILES: [ClH:1].[ClH:2].[N:3]12[CH2:4][CH:5]([NH2:11])[CH:6]([CH2:7][CH2:8]1)[CH2:9][CH2:10]2.[n:12]1[cH:13][c:14]([CH:18]=[CH:19][C:20](=[O:21])[OH:22])[cH:15][cH:16][cH:17]1>>[N:3]12[CH2:4][CH:5]([NH:11][C:20]([CH:19]=[CH:18][c:14]3[cH:13][n:12][cH:17][cH:16][cH:15]3)=[O:21])[CH:6]([CH2:7][CH2:8]1)[CH2:9][CH2:10]2. Starting materials: C(C1=CC=CC=C1)OC=1C=C(C=C2C=C(NC12)C(=O)OCC)OC1=CC=C(C=C1)S(=O)(=O)C (Ethyl 7-(benzyloxy)-5-[4-(methylsulfonyl)phenoxy]-1H-indole-2-carboxylate). Reagents/catalysts: [C].[Pd] (palladium-carbon). Run in O1CCCC1 (tetrahydrofuran), C(C)O (ethanol). Conditions: time 4 hour. Yields the product OC=1C=C(C=C2C=C(NC12)C(=O)OCC)OC1=CC=C(C=C1)S(=O)(=O)C (Ethyl 7-hydroxy-5-[4-(methylsulfonyl)phenoxy]-1H-indole-2-carboxylate). Yield: 96.1%. RXN SMILES: C([O:8][C:9]1[CH:10]=[C:11]([O:23][C:24]2[CH:29]=[CH:28][C:27]([S:30]([CH3:33])(=[O:32])=[O:31])=[CH:26][CH:25]=2)[CH:12]=[C:13]2[C:17]=1[NH:16][C:15]([C:18]([O:20][CH2:21][CH3:22])=[O:19])=[CH:14]2)C1C=CC=CC=1>O1CCCC1.C(O)C.[C].[Pd]>[OH:8][C:9]1[CH:10]=[C:11]([O:23][C:24]2[CH:29]=[CH:28][C:27]([S:30]([CH3:33])(=[O:32])=[O:31])=[CH:26][CH:25]=2)[CH:12]=[C:13]2[C:17]=1[NH:16][C:15]([C:18]([O:20][CH2:21][CH3:22])=[O:19])=[CH:14]2 |f:3.4|. Procedure: Ethyl 7-(benzyloxy)-5-[4-(methylsulfonyl)phenoxy]-1H-indole-2-carboxylate (0.40 g) was dissolved in a tetrahydrofuran (5 mL)-ethanol (5 mL) mixed solvent, 10% palladium-carbon (containing water (50%), 0.80 g) was added, and the mixture was stirred under a hydrogen atmosphere at room temperature for 4 hr. The reaction mixture was filtered, and the filtrate was concentrated under reduced pressure. The residue was crystallized from diethyl ether and the obtained solid was washed with a diethyl ethe... Reaction SMILES: [CH:1]#[C:2][CH2:3][CH2:4][CH2:5][CH2:6][CH2:7][CH2:8][CH2:9][CH2:10][CH2:11][CH3:12].[CH2:13]([SnH:17]([CH2:22][CH2:23][CH2:24][CH3:25])[CH2:18][CH2:19][CH2:20][CH3:21])[CH2:14][CH2:15][CH3:16]>N(C(C)(C)C#N)=NC(C)(C)C#N>[CH2:22]([Sn:17]([CH2:13][CH2:14][CH2:15][CH3:16])([CH2:18][CH2:19][CH2:20][CH3:21])[CH:1]=[CH:2][CH2:3][CH2:4][CH2:5][CH2:6][CH2:7][CH2:8][CH2:9][CH2:10][CH2:11][CH3:12])[CH2:23][CH2:24][CH3:25]. Product: C(CCC)[Sn](C=CCCCCCCCCCC)(CCCC)CCCC (tri-n-butyl-1-dodecenylstannane). Conditions: temperature 50 celsius. The reactants are C#CCCCCCCCCCC (1-dodecyne), C(CCC)[SnH](CCCC)CCCC (tributyltinhydride). Procedure details: A solution of 1-dodecyne (50.0 g), tributyltinhydride (109.4 g), and azobisisobutyronitrile (100 mg) was stirred at 95° C. for 3 hrs. The reaction mixture was cooled to 50° C. and evaporated. The residue was filtered through a column of silica, using hexane as the eluent. The appropriate fractions were collected and evaporated. The residue was dried under vacuum to give 131.7 g (96.0%) of tri-n-butyl-1-dodecenylstannane. The reagents and catalysts are N(=NC(C#N)(C)C)C(C#N)(C)C (azobisisobutyronitrile). The yield is 95.8%. Reactants: CC1=CC=C(C=C1)S(=O)(=O)O[C@@H](CO)[C@H]1OCC=C1 ((S)-1-((S)-2,5-Dihydrofuran-2-yl)-2-hydroxyethyl 4-methylbenzenesulfonate), [OH-].[NH4+] (ammonium hydroxide). Conditions: temperature 75 celsius, time 2 day. Product: NC[C@@H](O)[C@H]1OCC=C1 ((R)-2-amino-1-((S)-2,5-dihydrofuran-2-yl)ethanol). RXN SMILES: CC1C=CC(S([O:11][C@H:12]([C@@H:15]2[CH:19]=[CH:18][CH2:17][O:16]2)[CH2:13]O)(=O)=O)=CC=1.[OH-].[NH4+:21]>>[NH2:21][CH2:13][C@H:12]([C@@H:15]1[CH:19]=[CH:18][CH2:17][O:16]1)[OH:11] |f:1.2|. Procedure details: (S)-1-((S)-2,5-dihydrofuran-2-yl)-2-hydroxyethyl 4-methylbenzenesulfonate (14) (1.0 g, 3.52 mmol) was suspended in ammonium hydroxide (8 mL) then stirred and heated at 75° C. in a sealed tube for 6.5 hours during which time the two liquid phases became a single phase solution. The mixture was stood at ambient temperature for 2 days then the solvents were removed in vacuo. The residue was azeotroped with diethyl ether (3×10 mL) to obtain (R)-2-amino-1-((S)-2,5-dihydrofuran-2-yl)ethanol which was ... The reactants are CCCCCCCCCCCCNC(=O)c1cc(Br)c(OCCBr)c(-c2cccc(C(F)(F)F)c2)c1, C1COCCN1, CC#N, [K+], [K+], O=C([O-])[O-]. Yields the product CCCCCCCCCCCCNC(=O)c1cc(Br)c(OCCN2CCOCC2)c(-c2cccc(C(F)(F)F)c2)c1. Reaction SMILES: [CH2:1]([CH2:2][CH2:3][CH2:4][CH2:5][CH2:6][CH2:7][CH2:8][CH2:9][CH2:10][CH2:11][CH3:12])[NH:13][C:14]([c:15]1[cH:16][c:17]([Br:35])[c:18]([O:31][CH2:32][CH2:33][Br:34])[c:19](-[c:21]2[cH:22][c:23]([C:27]([F:28])([F:29])[F:30])[cH:24][cH:25][cH:26]2)[cH:20]1)=[O:36].[CH2:37]1[CH2:38][O:39][CH2:40][CH2:41][NH:42]1.[CH3:49][C:50]#[N:51].[K+:43].[K+:44].[O-:45][C:46]([O-:47])=[O:48]>>[CH2:1]([CH2:2][CH2:3][CH2:4][CH2:5][CH2:6][CH2:7][CH2:8][CH2:9][CH2:10][CH2:11][CH3:12])[NH:13][C:14]([c:15]1[cH:16][c:17]([Br:35])[c:18]([O:31][CH2:32][CH2:33][N:42]2[CH2:37][CH2:38][O:39][CH2:40][CH2:41]2)[c:19](-[c:21]2[cH:22][c:23]([C:27]([F:28])([F:29])[F:30])[cH:24][cH:25][cH:26]2)[cH:20]1)=[O:36]. The reactants are C(C)N(CC)CC1=CC2=C(CN(CC2)C(C2=CC=C(C=C2)C(C2=CC=C(C=C2)Cl)=O)=O)O1 (N,N-Diethyl-[6-[4-(4-chlorobenzoyl)benzoyl]-4,5,6,7-tetrahydrofuro[2,3-c]pyridin-2-ylmethyl]amine), Cl (hydrogen chloride). The solvent is CO (methanol), CO (methanol). The product is Cl.C(C)N(CC)CC1=CC2=C(CN(CC2)C(C2=CC=C(C=C2)C(C2=CC=C(C=C2)Cl)=O)=O)O1 (N,N-diethyl-[6-[4-(4-chlorobenzoyl)benzoyl]-4,5,6,7-tetrahydrofuro[2,3-c]pyridin-2-ylmethyl]amine hydrochloride). As a reaction SMILES: [CH2:1]([N:3]([CH2:6][C:7]1[O:32][C:10]2[CH2:11][N:12]([C:15](=[O:31])[C:16]3[CH:21]=[CH:20][C:19]([C:22](=[O:30])[C:23]4[CH:28]=[CH:27][C:26]([Cl:29])=[CH:25][CH:24]=4)=[CH:18][CH:17]=3)[CH2:13][CH2:14][C:9]=2[CH:8]=1)[CH2:4][CH3:5])[CH3:2].Cl>CO>[ClH:29].[CH2:1]([N:3]([CH2:6][C:7]1[O:32][C:10]2[CH2:11][N:12]([C:15](=[O:31])[C:16]3[CH:21]=[CH:20][C:19]([C:22](=[O:30])[C:23]4[CH:24]=[CH:25][C:26]([Cl:29])=[CH:27][CH:28]=4)=[CH:18][CH:17]=3)[CH2:13][CH2:14][C:9]=2[CH:8]=1)[CH2:4][CH3:5])[CH3:2] |f:3.4|. Procedure: N,N-Diethyl-[6-[4-(4-chlorobenzoyl)benzoyl]-4,5,6,7-tetrahydrofuro[2,3-c]pyridin-2-ylmethyl]amine 1.047 g was dissolved in 2 ml of methanol; hydrogen chloride in methanol was added in excess, followed by stirring. This was concentrated to yield the desired product. Starting materials: CN(C)C=O (DMF), [Cl-].[NH4+] (ammonium chloride), BrC=1C=C(C(=NC1)OC)OCC (5-bromo-3-ethoxy-2-methoxy-pyridine), BrC1=CC=C(C(=N1)OC)OCC (6-bromo-3-ethoxy-2-methoxy-pyridine), [Li]CCCC (n-BuLi). Yields the product C(C)OC1=NC(=CC=C1C=O)OC (Ethoxy-6-methoxy-pyridine-3-carbaldehyde). Run in C1CCOC1 (THF). Reaction SMILES: Br[C:2]1[CH:3]=[C:4](OCC)[C:5]([O:8][CH3:9])=[N:6][CH:7]=1.BrC1N=C(OC)[C:17]([O:22]CC)=[CH:16]C=1.[Li]CCCC.CN([CH:33]=[O:34])C.[Cl-].[NH4+]>C1COCC1>[CH2:17]([O:22][C:7]1[C:2]([CH:33]=[O:34])=[CH:3][CH:4]=[C:5]([O:8][CH3:9])[N:6]=1)[CH3:16] |f:4.5|. Conditions: time 1 hour. Procedure details: To a 3:2 mixture of 5-bromo-3-ethoxy-2-methoxy-pyridine and 6-bromo-3-ethoxy-2-methoxy-pyridine (1.0 g, 4.31 mmol, 1.0 equiv) in anhydrous THF (20 mL) was added at −78° C. under Ar a solution of n-BuLi (3.23 mL, 5.17 mmol, 1.2 equiv, 1.6 M solution in hexane). After stirring for 1 h, anhydrous DMF (0.7 mL, 9.05 mmol, 2.1 equiv) was added and the reaction mixture stirred for an additional 30 min. A sat. solution of ammonium chloride (20 mL) was added and the solution extracted with ethyl acetate ...